This data is from the Open Reaction Database (ORD), a public repository of structured organic reaction records. The task is: describe an organic reaction: reactants, conditions, products, and yield Reactants: C(C(C)(C)C)(=O)OC[C@@H](O)C1=C(C2=C(N=CS2)C=C1C)C1=CC=C(C=C1)Cl ((S)-2-(7-(4-chlorophenyl)-5-methylbenzo[d]thiazol-6-yl)-2-hydroxyethyl pivalate), Cl(=O)(=O)(=O)O (perchloric acid). Solvent: C(C)(=O)OC(C)(C)C (tert-butyl acetate). The product is C(C(C)(C)C)(=O)OC[C@H](C1=C(C2=C(N=CS2)C=C1C)C1=CC=C(C=C1)Cl)OC(C)(C)C ((S)-2-tert-butoxy-2-(7-(4-chlorophenyl)-5-methylbenzo[d]thiazol-6-yl)ethyl pivalate). Reaction SMILES: [C:1]([O:7][CH2:8][C@H:9]([C:11]1[C:19]([CH3:20])=[CH:18][C:14]2[N:15]=[CH:16][S:17][C:13]=2[C:12]=1[C:21]1[CH:26]=[CH:25][C:24]([Cl:27])=[CH:23][CH:22]=1)[OH:10])(=[O:6])[C:2]([CH3:5])([CH3:4])[CH3:3].Cl(O)(=O)(=O)=O>C(OC(C)(C)C)(=O)C>[C:1]([O:7][CH2:8][C@@H:9]([O:10][C:2]([CH3:4])([CH3:3])[CH3:1])[C:11]1[C:19]([CH3:20])=[CH:18][C:14]2[N:15]=[CH:16][S:17][C:13]=2[C:12]=1[C:21]1[CH:22]=[CH:23][C:24]([Cl:27])=[CH:25][CH:26]=1)(=[O:6])[C:2]([CH3:4])([CH3:5])[CH3:3]. Procedure: A solution of (S)-2-(7-(4-chlorophenyl)-5-methylbenzo[d]thiazol-6-yl)-2-hydroxyethyl pivalate (5I) (0.016 g, 0.040 mmol) and perchloric acid, 70% (6 μl, 0.1 mmol) in tert-butyl acetate (1 mL) was stirred at room temperature for 2 h. Reaction mixture was quenched with solid sodium bicarbonate (0.05 g) for 1 h. Saturated sodium bicarbonate solution was added and extracted with ethyl acetate (3×). The combined organic layer was dried (MgSO4), concentrated and purified by flash column chromatography...